Task: describe an organic reaction: reactants, conditions, products, and yield. Dataset: the Open Reaction Database (ORD), a public repository of structured organic reaction records Reactants: [OH-].[K+] (potassium hydroxide), COC=1C=CC=C2CCC(CC12)=O (8-methoxy-2-tetralone). Reagents/catalysts: C1=CC=CC=C1.C1=CC=CC=C1.Cl[Ru]Cl.Cl[Ru]Cl (benzene ruthenium(II) chloride dimer), N[C@@H]([C@@H](C1=CC=CC=C1)NS(=O)(=O)C1=CC=C(C=C1)C)C1=CC=CC=C1 (N-((1R,2R)-2-amino-1,2-diphenylethyl)-4-methylbenzenesulfonamide). Run in C(C)(C)O (isopropanol), C(C)(C)O (isopropanol). Run at time 1.5 hour. The product is COC=1C=CC=C2CC[C@H](CC12)O ((2R)-8-methoxy-1,2,3,4-tetrahydronaphthalen-2-ol). Isolated yield 73.2%. RXN SMILES: [CH3:1][O:2][C:3]1[CH:4]=[CH:5][CH:6]=[C:7]2[C:12]=1[CH2:11][C:10](=[O:13])[CH2:9][CH2:8]2.[OH-].[K+]>C(O)(C)C.C1C=CC=CC=1.C1C=CC=CC=1.Cl[Ru]Cl.Cl[Ru]Cl.N[C@H](C1C=CC=CC=1)[C@H](NS(C1C=CC(C)=CC=1)(=O)=O)C1C=CC=CC=1>[CH3:1][O:2][C:3]1[CH:4]=[CH:5][CH:6]=[C:7]2[C:12]=1[CH2:11][C@H:10]([OH:13])[CH2:9][CH2:8]2 |f:1.2,4.5.6.7|. Procedure: N-((1R,2R)-2-amino-1,2-diphenylethyl)-4-methylbenzenesulfonamide (0.333 g, 0.908 mmol) and benzene ruthenium(II) chloride dimer (0.113 g, 0.226 mmol) in 80 mL isopropanol were stirred at 80° C. for 30 minutes, then cooled to room temperature. A solution of 8-methoxy-2-tetralone (4.0 g, 23 mmol) in isopropanol (400 mL) was added, followed by potassium hydroxide (0.038M in isopropanol, 120 mL, 4.56 mmol). The reaction mixture was stirred at 50° C. for 1.5 hours, at which time the starting material... Starting materials: CC(C)CCc1cc(Br)ccc1C(=O)O, CCN=C=NCCCN(C)C, CS(N)(=O)=O, CN(C)C=O, CN(C)c1ccncc1, CCOC(C)=O, Cl. The product is CC(C)CCc1cc(Br)ccc1C(=O)NS(C)(=O)=O. As a reaction SMILES: [Br:1][c:2]1[cH:3][c:4]([CH2:11][CH2:12][CH:13]([CH3:14])[CH3:15])[c:5]([C:6](=[O:7])[OH:8])[cH:9][cH:10]1.[CH2:22]([N:23]=[C:24]=[N:25][CH2:26][CH2:27][CH2:28][N:29]([CH3:30])[CH3:31])[CH3:32].[CH3:16][S:17](=[O:18])(=[O:19])[NH2:20].[CH3:33][N:34]([CH3:35])[CH:36]=[O:37].[CH3:38][N:39]([CH3:40])[c:41]1[cH:42][cH:43][n:44][cH:45][cH:46]1.[CH3:47][CH2:48][O:49][C:50](=[O:51])[CH3:52].[ClH:21]>>[Br:1][c:2]1[cH:3][c:4]([CH2:11][CH2:12][CH:13]([CH3:14])[CH3:15])[c:5]([C:6](=[O:7])[NH:20][S:17]([CH3:16])(=[O:18])=[O:19])[cH:9][cH:10]1. The reactants are COCC(=O)C1=CC=CC=C1 (2-methoxyacetophenone), COC(N(C)C)OC (dimethylformamide dimethylacetal), CN(C=O)C (dimethylformamide), COC(N(C)C)OC (dimethylformamide dimethylacetal). Solvent: C(C)(=O)OCC (ethyl acetate). Run at time 3 hour. Product: CN(C=CC(=O)C1=C(C=CC=C1)OC)C (3-dimethylamino-1-(2-methoxyphenyl)-2-propene-1-one). Reaction SMILES: CO[CH2:3][C:4]([C:6]1[CH:11]=[CH:10][CH:9]=[CH:8][CH:7]=1)=[O:5].CO[CH:14](OC)[N:15]([CH3:17])[CH3:16].CN(C)[CH:22]=[O:23]>C(OCC)(=O)C>[CH3:14][N:15]([CH3:17])[CH:16]=[CH:3][C:4]([C:6]1[CH:7]=[CH:8][CH:9]=[CH:10][C:11]=1[O:23][CH3:22])=[O:5]. Procedure: A stirred mixture of 2-methoxyacetophenone (5.5 ml) and dimethylformamide dimethylacetal (6.7 ml) in dry dimethylformamide (40 ml) was heated under reflux for 18 hours. A further quantity of dimethylformamide dimethylacetal (1 ml) was added and reflux continued for 3 hours. The cooled reaction mixture was diluted with ethyl acetate, washed with water and brine, dried (magnesium sulphate) and evaporated under reduced pressure yielding 3-dimethylamino-1-(2-methoxyphenyl)-2-propene-1-one as an oran... Yields the product O=C(O)c1ccc2cc(NCc3nc(-c4ccccc4Cl)cs3)ccc2c1. The reactants are C1CCOC1, COC(=O)c1ccc2cc(NCc3nc(-c4ccccc4Cl)cs3)ccc2c1, Cl, [Li+], [OH-], O. As a reaction SMILES: [CH2:32]1[O:33][CH2:34][CH2:35][CH2:36]1.[CH3:1][O:2][C:3](=[O:4])[c:5]1[cH:6][c:7]2[cH:8][cH:9][c:10]([NH:15][CH2:16][c:17]3[s:18][cH:19][c:20](-[c:22]4[c:23]([Cl:28])[cH:24][cH:25][cH:26][cH:27]4)[n:21]3)[cH:11][c:12]2[cH:13][cH:14]1.[ClH:31].[Li+:30].[OH-:29].[OH2:37]>>[O:2]=[C:3]([OH:4])[c:5]1[cH:6][c:7]2[cH:8][cH:9][c:10]([NH:15][CH2:16][c:17]3[s:18][cH:19][c:20](-[c:22]4[c:23]([Cl:28])[cH:24][cH:25][cH:26][cH:27]4)[n:21]3)[cH:11][c:12]2[cH:13][cH:14]1.